From a dataset of the Open Reaction Database (ORD), a public repository of structured organic reaction records. describe an organic reaction: reactants, conditions, products, and yield The reactants are ClC1=NC2=CC(=CC=C2C(=N1)N1CCOCC1)C=1C=C(N)C=CC1 (3-(2-chloro-4-morpholinoquinazolin-7-yl)aniline), C(C)(C)(C)OC(=O)NC1=NC=C(C=N1)B(O)O ((2-((tert-butoxycarbonyl)amino)pyrimidin-5-yl)boronic acid), P(=O)([O-])([O-])[O-].[K+].[K+].[K+] (potassium phosphate), O1CCOCC1 (1,4-dioxane). The reagents and catalysts are C=1C=CC(=CC1)[P](C=2C=CC=CC2)(C=3C=CC=CC3)[Pd]([P](C=4C=CC=CC4)(C=5C=CC=CC5)C=6C=CC=CC6)([P](C=7C=CC=CC7)(C=8C=CC=CC8)C=9C=CC=CC9)[P](C=1C=CC=CC1)(C=1C=CC=CC1)C=1C=CC=CC1 (Pd (PPh3)4). The solvent is O (water). Reaction conditions: temperature 95 celsius, time 2 hour. The product is NC=1C=C(C=CC1)C1=CC=C2C(=NC(=NC2=C1)C=1C=NC(=NC1)NC(OC(C)(C)C)=O)N1CCOCC1 (tert-Butyl (5-(7-(3-aminophenyl)-4-morpholinoquinazolin-2-yl)pyrimidin-2-yl)-carbamate). The yield is 33.4%. As a reaction SMILES: Cl[C:2]1[N:11]=[C:10]([N:12]2[CH2:17][CH2:16][O:15][CH2:14][CH2:13]2)[C:9]2[C:4](=[CH:5][C:6]([C:18]3[CH:19]=[C:20]([CH:22]=[CH:23][CH:24]=3)[NH2:21])=[CH:7][CH:8]=2)[N:3]=1.[C:25]([O:29][C:30]([NH:32][C:33]1[N:38]=[CH:37][C:36](B(O)O)=[CH:35][N:34]=1)=[O:31])([CH3:28])([CH3:27])[CH3:26].P([O-])([O-])([O-])=O.[K+].[K+].[K+].O1CCOCC1>C1C=CC([P]([Pd]([P](C2C=CC=CC=2)(C2C=CC=CC=2)C2C=CC=CC=2)([P](C2C=CC=CC=2)(C2C=CC=CC=2)C2C=CC=CC=2)[P](C2C=CC=CC=2)(C2C=CC=CC=2)C2C=CC=CC=2)(C2C=CC=CC=2)C2C=CC=CC=2)=CC=1.O>[NH2:21][C:20]1[CH:19]=[C:18]([C:6]2[CH:5]=[C:4]3[C:9]([C:10]([N:12]4[CH2:17][CH2:16][O:15][CH2:14][CH2:13]4)=[N:11][C:2]([C:36]4[CH:37]=[N:38][C:33]([NH:32][C:30](=[O:31])[O:29][C:25]([CH3:27])([CH3:26])[CH3:28])=[N:34][CH:35]=4)=[N:3]3)=[CH:8][CH:7]=2)[CH:24]=[CH:23][CH:22]=1 |f:2.3.4.5,^1:59,61,80,99|. Reported procedure: In 50 mL round bottom flask, 3-(2-chloro-4-morpholinoquinazolin-7-yl)aniline (0.6 g, 0.0018 mol), (2-((tert-butoxycarbonyl)amino)pyrimidin-5-yl)boronic acid (0.506 g, 0.0022), potassium phosphate (1.08 g, 0.0054 mol), 1,4-dioxane (20 mL) and water (5 mL) were added. The reaction mixture was degassed with N2 for 5-10 minutes. To the same reaction mixture, Pd (PPh3)4 (0.098 g, 0.00009 mol) was added and degassed with N2 for 5-10 minutes. The reaction mixture was stirred at 95° C. for 2 hours. The ...